From a dataset of the Open Reaction Database (ORD), a public repository of structured organic reaction records. describe an organic reaction: reactants, conditions, products, and yield Reactants: Cn1c(-c2cc(N3CCN(C(=O)C4CCCN4C(=O)OC(C)(C)C)CC3)ccc2F)nc2ccccc21, CCOCC, ClCCl. The product is Cn1c(-c2cc(N3CCN(C(=O)C4CCCN4)CC3)ccc2F)nc2ccccc21. RXN SMILES: [C:1]([O:2][C:3](=[O:4])[N:8]1[CH:9]([C:13](=[O:14])[N:15]2[CH2:16][CH2:17][N:18]([c:21]3[cH:22][c:23](-[c:28]4[n:29][c:30]5[c:31]([n:32]4[CH3:33])[cH:34][cH:35][cH:36][cH:37]5)[c:24]([F:27])[cH:25][cH:26]3)[CH2:19][CH2:20]2)[CH2:10][CH2:11][CH2:12]1)([CH3:5])([CH3:6])[CH3:7].[CH3:41][CH2:42][O:43][CH2:44][CH3:45].[Cl:38][CH2:39][Cl:40]>>[NH:8]1[CH:9]([C:13](=[O:14])[N:15]2[CH2:16][CH2:17][N:18]([c:21]3[cH:22][c:23](-[c:28]4[n:29][c:30]5[c:31]([n:32]4[CH3:33])[cH:34][cH:35][cH:36][cH:37]5)[c:24]([F:27])[cH:25][cH:26]3)[CH2:19][CH2:20]2)[CH2:10][CH2:11][CH2:12]1. Reactants: C1CCOC1, [Li]CCCC, CN1C2CCC1CC(O)C2, Clc1nc(Cl)nc(N2CCOCC2)n1. Yields the product CN1C2CCC1CC(Oc1nc(Cl)nc(N3CCOCC3)n1)C2. RXN SMILES: [CH2:30]1[O:31][CH2:32][CH2:33][CH2:34]1.[CH3:11][CH2:12][CH2:13][CH2:14][Li:15].[CH3:1][N:2]1[CH:3]2[CH2:4][CH2:5][CH:6]1[CH2:7][CH:8]([OH:9])[CH2:10]2.[Cl:16][c:17]1[n:18][c:19]([N:24]2[CH2:25][CH2:26][O:27][CH2:28][CH2:29]2)[n:20][c:21]([Cl:23])[n:22]1>>[CH3:1][N:2]1[CH:3]2[CH2:4][CH2:5][CH:6]1[CH2:7][CH:8]([O:9][c:21]1[n:20][c:19]([N:24]3[CH2:25][CH2:26][O:27][CH2:28][CH2:29]3)[n:18][c:17]([Cl:16])[n:22]1)[CH2:10]2. Reaction SMILES: Cl.[CH3:2][C:3]1[CH:4]=[C:5]2[CH2:16][CH:15]([CH2:17][NH:18][C:19](=[O:24])[C:20]([CH3:23])([CH3:22])[NH2:21])[O:14][C:6]2=[C:7]2[C:12]=1[NH:11][C:10](=[O:13])[CH:9]=[CH:8]2.[H][H]>O.[Pd]>[CH3:2][C:3]1[CH:4]=[C:5]2[CH2:16][CH:15]([CH2:17][NH:18][C:19](=[O:24])[C:20]([CH3:22])([CH3:23])[NH2:21])[O:14][C:6]2=[C:7]2[C:12]=1[NH:11][C:10](=[O:13])[CH2:9][CH2:8]2. The yield is 82.0%. Starting materials: Cl (hydrochloric acid), CC=1C=C2C(=C3C=CC(NC13)=O)OC(C2)CNC(C(N)(C)C)=O (5-methyl-2-(α-methylalanyl)aminomethyl-2,3,6,7-tetrahydrofuro-[2,3-f]quinoline-7-one), [H][H] (hydrogen). The reagents and catalysts are [Pd] (palladium-on-carbon). Yields the product CC=1C=C2C(=C3CCC(NC13)=O)OC(C2)CNC(C(N)(C)C)=O (2,3,6,7,8,9-Hexahydro-5-methyl(α-methylalanyl)aminomethylfuro-[2,3-f]quinoline-7-one). Run in O (water). Procedure details: A hydrochloric acid salt of 5-methyl-2-(α-methylalanyl)aminomethyl-2,3,6,7-tetrahydrofuro-[2,3-f]quinoline-7-one (1.15 g, 3.27 mmol) was dissolved in water (30 ml). To the obtained solution, 10% palladium-on-carbon (1.15 g) was added, followed by stirring at 80° C. for 3.5 hours in the atmosphere of hydrogen. The reaction mixture was filtered, and the filtrate was condensed under reduced pressure. The resultant residue was subjected to a recrystallization procedure using methanol--ether to obtai... Starting materials: [Cl-].[Na+] (sodium chloride), Cl.NCCS (cysteamine hydrochloride), C(#N)NC(SC)=NCC#C (N-Cyano-N'-propargyl-S-methylisothiourea), C1(O)=CC=C(O)C=C1 (hydroquinone), [OH-].[Na+] (sodium hydroxide). Solvent: CN(C)C=O (DMF). Run at time 17 hour. Product: C(#N)NC(=NCCS)NCC#C (N-Cyano-N'-propargyl-N"-(2-mercaptoethyl)guanidine). As a reaction SMILES: Cl.[NH2:2][CH2:3][CH2:4][SH:5].[C:6]([NH:8][C:9](=[N:12][CH2:13][C:14]#[CH:15])SC)#[N:7].C1(C=CC(O)=CC=1)O.[OH-].[Na+].[Cl-].[Na+]>CN(C=O)C>[C:6]([NH:8][C:9]([NH:12][CH2:13][C:14]#[CH:15])=[N:2][CH2:3][CH2:4][SH:5])#[N:7] |f:0.1,4.5,6.7|. Procedure details: A mixture of 1.136 g (10 m moles) of cysteamine hydrochloride, 1.53 g (10 m moles) of the product of step A, above, and 0.055 g of hydroquinone in 10 ml DMF was slightly warmed to dissolve. To this solution was added 10 ml of 1 N aqueous sodium hydroxide and nitrogen was bubbled through the solution. After standing at room temperature for 17 hours, the reaction mixture was evaporated to dryness to give a mixture of the title product and sodium chloride. The title product was extracted from this ... Starting materials: NC1=NC=2C=C(C=NC2C2=C1N=C(N2CCCON=C(C)C)COCC)Br (acetone O-{3-[4-amino-7-bromo-2-(ethoxymethyl)-1H-imidazo[4,5-c][1,5]naphthyridin-1-yl]propyl}oxime), C1(=CC=CC=C1)B(O)O (phenylboronic acid), C([O-])([O-])=O.[Na+].[Na+] (sodium carbonate), C(CC)O (n-propanol). Reagents/catalysts: C(C)(=O)[O-].[Pd+2].C(C)(=O)[O-] (palladium (II) acetate), C1(=CC=CC=C1)P(C1=CC=CC=C1)C1=CC=CC=C1 (triphenylphosphine). The solvent is O (water), C(Cl)(Cl)Cl (Chloroform). Conditions: temperature 100 celsius. Yields the product NC1=NC=2C=C(C=NC2C2=C1N=C(N2CCCON=C(C)C)COCC)C2=CC=CC=C2 (acetone O-{3-[4-amino-2-(ethoxymethyl)-7-phenyl-1H-imidazo[4,5-c][1,5]naphthyridin-1-yl]propyl}oxime). The yield is 96.7%. RXN SMILES: [NH2:1][C:2]1[C:11]2[N:12]=[C:13]([CH2:23][O:24][CH2:25][CH3:26])[N:14]([CH2:15][CH2:16][CH2:17][O:18][N:19]=[C:20]([CH3:22])[CH3:21])[C:10]=2[C:9]2[N:8]=[CH:7][C:6](Br)=[CH:5][C:4]=2[N:3]=1.[C:28]1(B(O)O)[CH:33]=[CH:32][CH:31]=[CH:30][CH:29]=1.C(=O)([O-])[O-].[Na+].[Na+].C(O)CC>C([O-])(=O)C.[Pd+2].C([O-])(=O)C.C1(P(C2C=CC=CC=2)C2C=CC=CC=2)C=CC=CC=1.C(Cl)(Cl)Cl.O>[NH2:1][C:2]1[C:11]2[N:12]=[C:13]([CH2:23][O:24][CH2:25][CH3:26])[N:14]([CH2:15][CH2:16][CH2:17][O:18][N:19]=[C:20]([CH3:22])[CH3:21])[C:10]=2[C:9]2[N:8]=[CH:7][C:6]([C:28]3[CH:33]=[CH:32][CH:31]=[CH:30][CH:29]=3)=[CH:5][C:4]=2[N:3]=1 |f:2.3.4,6.7.8|. Procedure: In a pressure vessel under a nitrogen atmosphere, acetone O-{3-[4-amino-7-bromo-2-(ethoxymethyl)-1H-imidazo[4,5-c][1,5]naphthyridin-1-yl]propyl}oxime (2.50 g, 5.74 mmol), phenylboronic acid (1.05 g, 8.61 nmmol), palladium (II) acetate (13 mg, 0.057 rmmol), triphenylphosphine (45 mg, 0.17 mmol), and 2 M aqueous sodium carbonate (3.45 mL, 6.89 mmol) were combined in 5:1 n-propanol:water (12 mL). The solution was placed under vacuum and back-filled with nitrogen three times. The pressure vessel was... Reactants: [Li]CCCC, CN(C)CCN(C)C, COCn1ccnc1, O=C(c1ccc(C(F)(F)F)cc1)c1ccc(C(F)(F)F)cc1, C1CCOC1, O. The product is COCn1ccnc1C(O)(c1ccc(C(F)(F)F)cc1)c1ccc(C(F)(F)F)cc1. Reaction SMILES: [CH2:1]([Li:2])[CH2:3][CH2:4][CH3:5].[CH3:14][N:15]([CH2:16][CH2:17][N:18]([CH3:19])[CH3:20])[CH3:21].[CH3:6][O:7][CH2:8][n:9]1[cH:10][n:11][cH:12][cH:13]1.[F:22][C:23]([c:24]1[cH:25][cH:26][c:27]([C:28](=[O:29])[c:30]2[cH:31][cH:32][c:33]([C:36]([F:37])([F:38])[F:39])[cH:34][cH:35]2)[cH:40][cH:41]1)([F:42])[F:43].[O:45]1[CH2:46][CH2:47][CH2:48][CH2:49]1.[OH2:44]>>[CH3:6][O:7][CH2:8][n:9]1[c:10]([C:28]([c:27]2[cH:26][cH:25][c:24]([C:23]([F:22])([F:42])[F:43])[cH:41][cH:40]2)([OH:29])[c:30]2[cH:31][cH:32][c:33]([C:36]([F:37])([F:38])[F:39])[cH:34][cH:35]2)[n:11][cH:12][cH:13]1. Reactants: C1CCOC1, COc1ccc(C(=O)Cl)cc1F, COc1ccc(Nc2ccc(F)cc2)cc1, c1ccncc1. Yields the product COc1ccc(N(C(=O)c2ccc(OC)c(F)c2)c2ccc(F)cc2)cc1. Reaction SMILES: [CH2:35]1[O:36][CH2:37][CH2:38][CH2:39]1.[F:17][c:18]1[cH:19][c:20]([C:21](=[O:22])[Cl:23])[cH:24][cH:25][c:26]1[O:27][CH3:28].[F:1][c:2]1[cH:3][cH:4][c:5]([NH:6][c:7]2[cH:8][cH:9][c:10]([O:13][CH3:14])[cH:11][cH:12]2)[cH:15][cH:16]1.[cH:29]1[cH:30][cH:31][n:32][cH:33][cH:34]1>>[F:1][c:2]1[cH:3][cH:4][c:5]([N:6]([c:7]2[cH:8][cH:9][c:10]([O:13][CH3:14])[cH:11][cH:12]2)[C:21]([c:20]2[cH:19][c:18]([F:17])[c:26]([O:27][CH3:28])[cH:25][cH:24]2)=[O:22])[cH:15][cH:16]1. Reactants: C(C)(=O)N(NP(=O)(OCC)OCC)C (1-Acetyl-1-Methyl-2-Diethoxyphosphoryl Hydrazine), Cl.CNNCC(=O)O (methylhydrazinoacetate hydrochloride), C(C)OP(OCC)[O-] (diethylphosphite). Product: C(=O)(OC)CNNP(=O)(OCC)OCC (1-Carbomethoxymethyl-2-Diethoxyphosphoryl Hydrazine). Reaction SMILES: [C:1]([N:4](C)[NH:5][P:6]([O:11][CH2:12][CH3:13])([O:8][CH2:9][CH3:10])=[O:7])(=O)[CH3:2].Cl.CNNC[C:20](O)=[O:21].C([O:25]P([O-])OCC)C>>[C:2]([CH2:1][NH:4][NH:5][P:6]([O:11][CH2:12][CH3:13])([O:8][CH2:9][CH3:10])=[O:7])([O:21][CH3:20])=[O:25] |f:1.2|. Reported procedure: This compound was synthesized in a similar manner to the compound of Example 5, except that methylhydrazinoacetate hydrochloride was used in place of 1-acetyl-1-methyl hydrazine and diethylphosphite was used in place of dimethylphosphite. A colorless oil was obtained which was subsequently distilled at 115° C./0.05 mm. to yield the desired product, nD27 =1.4342. Starting materials: N1C=C(C2=CC=CC=C12)C(=O)OCC12CCN(CC1)CC2 ((Quinuclidin-4-yl)methyl 1H-indole-3-carboxylate), N12CCC(CC1)(C2)CO (1-Azabicyclo[2.2.1]heptan-4-ylmethanol). Product: N1C=C(C2=CC=CC=C12)C(=O)OCC12CCN(CC1)C2 (1-Azabicyclo[2.2.1]heptan-4-ylmethyl 1H-indole-3-carboxylate). As a reaction SMILES: [NH:1]1[C:9]2[C:4](=[CH:5][CH:6]=[CH:7][CH:8]=2)[C:3]([C:10]([O:12][CH2:13][C:14]23[CH2:21]C[N:17]([CH2:18][CH2:19]2)[CH2:16][CH2:15]3)=[O:11])=[CH:2]1.N12CC(CO)(CC1)CC2>>[NH:1]1[C:9]2[C:4](=[CH:5][CH:6]=[CH:7][CH:8]=2)[C:3]([C:10]([O:12][CH2:13][C:14]23[CH2:21][N:17]([CH2:18][CH2:19]2)[CH2:16][CH2:15]3)=[O:11])=[CH:2]1. Procedure: 1-Azabicyclo[2.2.1]heptan-4-ylmethyl 1H-indole-3-carboxylate was synthesized using the procedure described for (Quinuclidin-4-yl)methyl 1H-indole-3-carboxylate using 1-Azabicyclo[2.2.1]heptan-4-ylmethanol. MS: (m/e) 270. Starting materials: [OH-].[Na+] (NaOH), 2-(4'-bromomethylbiphenyl) t-butylsulfonamide, C1(=CC=C(C=C1)C1=NNC(C2=CC=CC=C12)=O)C (4-p-toluyl-phthalazin-1-(2H)-one), C1(=CC=C(C=C1)C1=NNC(C2=CC=CC=C12)=O)C (4-p-toluyl-phthalazin-1-(2H)-one), C1(=CC=CC=C1)C (toluene). The solvent is C(C)OC(C)=O (ethylacetate). Conditions: temperature 85 celsius, time 12 hour. Product: desired product, CN1C(C2=CC=CC=C2C=N1)=O (methyl-phthalazin-1-(2H)-one). As a reaction SMILES: C1(C)C=CC([C:7]2[C:16]3[C:11](=[CH:12][CH:13]=[CH:14][CH:15]=3)[C:10](=[O:17])[NH:9][N:8]=2)=CC=1.[OH-].[Na+].[C:21]1(C)C=CC=CC=1>C(OC(=O)C)C>[CH3:21][N:9]1[N:8]=[CH:7][C:16]2[C:11](=[CH:12][CH:13]=[CH:14][CH:15]=2)[C:10]1=[O:17] |f:1.2|. Procedure details: To a suspension of 4-p-toluyl-phthalazin-1-(2H)-one [compound 2D] (2.36 g, 10 mMol) in toluene (50 mL) were added 2:5 N aqueous NaOH (4 mL) and Triton B (1 mL) followed by 2-(4'-bromomethylbiphenyl)-t-butylsulfonamide [prepared according to the procedure described in U.S. Pat. No. 5,126,342] (4.2 g, 11 mMol). The mixture was stirred at 85° C. for 12 h and then cooled to room temperature. The reaction was diluted with ethylacetate (100 mL), and the organic phase was washed with water (3×50 mL), a...